From a dataset of the Open Reaction Database (ORD), a public repository of structured organic reaction records. describe an organic reaction: reactants, conditions, products, and yield RXN SMILES: [CH:1]1[CH2:6][CH2:5][CH:4]=[CH:3][CH:2]=1.[NH:7]1[CH2:12][CH2:11][O:10][CH2:9][CH2:8]1>C1(C)C=CC=CC=1.C1CC=CCCC=C1.C1CC=CCCC=C1.[Ni].C1C=CC(P(C2C=CC=CC=2)[C-]2C=CC=C2)=CC=1.C1C=CC(P(C2C=CC=CC=2)[C-]2C=CC=C2)=CC=1.[Fe+2].FC(F)(F)C(O)=O>[CH:2]1([N:7]2[CH2:12][CH2:11][O:10][CH2:9][CH2:8]2)[CH2:1][CH2:6][CH2:5][CH:4]=[CH:3]1 |f:3.4.5,6.7.8|. Run in C1(=CC=CC=C1)C (toluene). Conditions: time 14 hour. Reported procedure: Ni(cod)2 (11.0 mg, 0.040 mmol) and DPPF (44.0 mg, 0.080 mmol) were suspended in 0.3 mL of toluene in a screw-capped vial. The vial was sealed with a cap containing a PTFE septum and removed from the dry box. 1,3-Cyclohexadiene (160 mg, 2.00 mmol), morpholine (183 mg, 2.10 mmol) and trifluoroacetic acid (9.0 mg, 0.080 mmol) were added to the reaction mixture by syringe. The reaction mixture was stirred at room temperature for 14 h. The volatile compounds were evaporated under reduced pressure, an... Yield: 81.9%. Yields the product C1(C=CCCC1)N1CCOCC1 (4-(2-cyclohexenyl)morpholine). Reactants: C1=CC=CCC1 (1,3-Cyclohexadiene), N1CCOCC1 (morpholine), PTFE. The reagents and catalysts are FC(C(=O)O)(F)F (trifluoroacetic acid), C1/C=C\CC/C=C\C1.C1/C=C\CC/C=C\C1.[Ni] (Ni(cod)2), C1=CC=C(C=C1)P([C-]2C=CC=C2)C3=CC=CC=C3.C1=CC=C(C=C1)P([C-]2C=CC=C2)C3=CC=CC=C3.[Fe+2] (DPPF). The reactants are ClC1=C/C(/NC2=CC=CC=C12)=C/1\C(=NNC1=O)C ((Z)-4-(4-chloroquinolin-2(1H)-ylidene)-3-methyl-1H-pyrazol-5(4H)-one), SC1=C(C=CC=C1)O (2-mercaptophenol), C19H15N3O2S. The product is OC1=C(C=CC=C1)SC1=C/C(/NC2=CC=CC=C12)=C/1\C=NNC1=O ((Z)-4-(4-(2-hydroxyphenylthio)quinolin-2(1H)-ylidene)-1H-pyrazol-5(4H)-one). Reaction SMILES: Cl[C:2]1[C:11]2[C:6](=[CH:7][CH:8]=[CH:9][CH:10]=2)[NH:5]/[C:4](=[C:12]2/[C:13](C)=[N:14][NH:15][C:16]/2=[O:17])/[CH:3]=1.[SH:19][C:20]1[CH:25]=[CH:24][CH:23]=[CH:22][C:21]=1[OH:26]>>[OH:26][C:21]1[CH:22]=[CH:23][CH:24]=[CH:25][C:20]=1[S:19][C:2]1[C:11]2[C:6](=[CH:7][CH:8]=[CH:9][CH:10]=2)[NH:5]/[C:4](=[C:12]2/[CH:13]=[N:14][NH:15][C:16]/2=[O:17])/[CH:3]=1. Procedure details: The title compound was prepared from (Z)-4-(4-chloroquinolin-2(1H)-ylidene)-3-methyl-1H-pyrazol-5(4H)-one and 2-mercaptophenol using a procedure analogous to the one described in Example 6. 1H NMR (400 MHz, DMSO-D6) δ ppm 2.08 (s, 3H) 7.08 (s, 1H) 7.38-7.68 (m, 3H) 7.76-7.88 (m, 3H) 7.92 (d, J=8.14 Hz, 1H) 8.18 (d, J=8.24 Hz, 1H) 10.38 (s, 1H) 13.10 (bs, 1H); ESI-MS: m/z calc'd for C19H15N3O2S 349.09. found 350.3 (M+H)+. Starting materials: C(CC)C1=CC=C(CNCC(=O)OC)C=C1 (Methyl 2-((4-propylbenzyl)amino)acetate), C(CC)C1=CC=C(C=C1)CC(=O)O (2-(4-propylphenyl)acetic acid), C(CCl)Cl (EDC), C=1C=CC2=C(C1)N=NN2O (HOBt), CCN(C(C)C)C(C)C (DIPEA), S(=O)(=O)([O-])[O-].[Mg+2] (magnesium sulfate). Solvent: C(Cl)Cl (DCM). Run at time 20 hour. Yields the product C(CC)C1=CC=C(CN(C(CC2=CC=C(C=C2)CCC)=O)CC(=O)OC)C=C1 (methyl 2-(N-(4-propylbenzyl)-2-(4-propylphenyl) acetamido)acetate). Yield: 80.3%. Reaction SMILES: [CH2:1]([C:4]1[CH:16]=[CH:15][C:7]([CH2:8][NH:9][CH2:10][C:11]([O:13][CH3:14])=[O:12])=[CH:6][CH:5]=1)[CH2:2][CH3:3].[CH2:17]([C:20]1[CH:25]=[CH:24][C:23]([CH2:26][C:27](O)=[O:28])=[CH:22][CH:21]=1)[CH2:18][CH3:19].C(Cl)CCl.C1C=CC2N(O)N=NC=2C=1.CCN(C(C)C)C(C)C.S([O-])([O-])(=O)=O.[Mg+2]>C(Cl)Cl>[CH2:1]([C:4]1[CH:16]=[CH:15][C:7]([CH2:8][N:9]([CH2:10][C:11]([O:13][CH3:14])=[O:12])[C:27](=[O:28])[CH2:26][C:23]2[CH:24]=[CH:25][C:20]([CH2:17][CH2:18][CH3:19])=[CH:21][CH:22]=2)=[CH:6][CH:5]=1)[CH2:2][CH3:3] |f:5.6|. Reported procedure: Methyl 2-((4-propylbenzyl)amino)acetate (24.5 mg, 0.0983 mmol) and 2-(4-propylphenyl)acetic acid (17.5 mg, 0.0983 mmol) were dissolved in 1 mL of well-dried DCM under argon condition and then EDC (56.5 mg, 0.295 mmol), HOBt (39.8 mg, 0.295 mmol) and DIPEA (84.3 μL, 0.491 mmol) were added and the reaction mixture was stirred for 20 hours at room temperature. Upon completion of the reaction, the reaction was terminated by adding 3 mL of water, and the reaction mixture was extracted with DCM (3 mL×... Starting materials: FC(S(=O)(=O)[O-])(F)F.[Mg+2].FC(S(=O)(=O)[O-])(F)F (Magnesium trifluoromethanesulfonate), O1[C@@H](C1)C(=O)OC ((S)-methyl oxirane-2-carboxylate), [Si](C)(C)(C(C)(C)C)OC[C@H](C)O ((S)-1-(tert-butyldimethylsilyloxy)propan-2-ol). Solvent: CCOC(=O)C (EtOAc). Reaction conditions: temperature 10 celsius, time 10 minute. Yields the product [Si](C)(C)(C(C)(C)C)OC[C@H](C)OC[C@@H](C(=O)OC)O ((S)-Methyl 3-((S)-1-(tert-butyldimethylsilyloxy)propan-2-yloxy)-2-hydroxypropanoate). Yield: 37.8%. Reaction SMILES: FC(F)(F)S([O-])(=O)=O.[Mg+2].FC(F)(F)S([O-])(=O)=O.[O:18]1[CH2:20][C@H:19]1[C:21]([O:23][CH3:24])=[O:22].[Si:25]([O:32][CH2:33][C@@H:34]([OH:36])[CH3:35])([C:28]([CH3:31])([CH3:30])[CH3:29])([CH3:27])[CH3:26]>CCOC(C)=O>[Si:25]([O:32][CH2:33][C@@H:34]([O:36][CH2:20][C@H:19]([OH:18])[C:21]([O:23][CH3:24])=[O:22])[CH3:35])([C:28]([CH3:31])([CH3:30])[CH3:29])([CH3:27])[CH3:26] |f:0.1.2|. Reported procedure: Magnesium trifluoromethanesulfonate (0.974 g, 3.02 mmol) was added in one portion to (S)-methyl oxirane-2-carboxylate (1.234 g, 12.08 mmol) and (S)-1-(tert-butyldimethylsilyloxy)propan-2-ol (CAS no. 113534-13-7) (2.30 g, 12.08 mmol) in EtOAc (5 mL) cooled to 10° C. The resulting suspension was stirred at 10° C. for 10 minutes and then warmed to 45° C. and stirred for 2 days. The crude product was purified by flash silica chromatography, eluting with 0 to 30% EtOAc in isohexane to afford the prod... Reactants: Cl, [Na+], CCOP(=O)(OCC)c1cccc(Oc2ccc3c(c2)S(=O)(=O)NC2CCCN32)c1, [OH-]. The product is CCOP(=O)(O)c1cccc(Oc2ccc3c(c2)S(=O)(=O)NC2CCCN32)c1. RXN SMILES: [ClH:31].[Na+:33].[O:1]=[S:2]1(=[O:30])[NH:3][CH:4]2[N:5]([c:6]3[c:7]1[cH:8][c:9]([O:12][c:13]1[cH:14][c:15]([P:19]([O:20][CH2:21][CH3:22])([O:23][CH2:24][CH3:25])=[O:26])[cH:16][cH:17][cH:18]1)[cH:10][cH:11]3)[CH2:27][CH2:28][CH2:29]2.[OH-:32]>>[O:1]=[S:2]1(=[O:30])[NH:3][CH:4]2[N:5]([c:6]3[c:7]1[cH:8][c:9]([O:12][c:13]1[cH:14][c:15]([P:19]([O:20][CH2:21][CH3:22])(=[O:23])[OH:26])[cH:16][cH:17][cH:18]1)[cH:10][cH:11]3)[CH2:27][CH2:28][CH2:29]2. Reactants: C(C)(=O)OCC (Ethyl acetate), C(C)(=O)NC1=NC(=CC=C1[N+](=O)[O-])Br (2-acetamido-6-bromo-3-nitropyridine), [H-].[Na+] (sodium hydride), C(C)(=O)OC1=CC(=C(CBr)C=C1)Cl (4-Acetoxy-2-chlorobenzylbromide). The solvent is O (water), CN(C=O)C (N,N-dimethylformamide). Conditions: time 1 hour. Product: C(C)(=O)OC1=CC(=C(CN(C(C)=O)C2=NC(=CC=C2[N+](=O)[O-])Br)C=C1)Cl (2-[N-(4-acetoxy-2-chlorobenzyl)acetamido]-6-bromo-3-nitropyridine). Yield: 74.1%. RXN SMILES: [C:1]([NH:4][C:5]1[C:10]([N+:11]([O-:13])=[O:12])=[CH:9][CH:8]=[C:7]([Br:14])[N:6]=1)(=[O:3])[CH3:2].[H-].[Na+].[C:17]([O:20][C:21]1[CH:28]=[CH:27][C:24]([CH2:25]Br)=[C:23]([Cl:29])[CH:22]=1)(=[O:19])[CH3:18].C(OCC)(=O)C>CN(C)C=O.O>[C:17]([O:20][C:21]1[CH:28]=[CH:27][C:24]([CH2:25][N:4]([C:5]2[C:10]([N+:11]([O-:13])=[O:12])=[CH:9][CH:8]=[C:7]([Br:14])[N:6]=2)[C:1](=[O:3])[CH3:2])=[C:23]([Cl:29])[CH:22]=1)(=[O:19])[CH3:18] |f:1.2|. Procedure: To a solution of 2-acetamido-6-bromo-3-nitropyridine (203 mg) in N,N-dimethylformamide (2.34 ml) was added sodium hydride (60%, 34.3 mg) under ice-cooling, and the mixture was stirred for 1 hr. 4-Acetoxy-2-chlorobenzylbromide (288 mg) was added, and the mixture was stirred for 30 min under ice-cooling and at room temperature for 1 hr. Ethyl acetate (350 ml) and water (700 ml) were added to the reaction mixture under ice-cooling, and the mixture was partitioned. The organic layer was washed with ... The reactants are FC(C(=O)OCC)C(C1=CC=CC=C1)=O (ethyl a-fluorobenzoylacetate), C(C)(=O)[O-].[NH4+] (ammonium acetate), C(C)O (ethanol), [Na] (sodium). Solvent: C(C)(=O)O (acetic acid). Yields the product FC(C(=O)OCC)=C(C1=CC=CC=C1)N (ethyl 2-fluoro-3-amino-3-phenyl-2-propenoate). Yield: 92.1%. RXN SMILES: [F:1][CH:2]([C:8](=O)[C:9]1[CH:14]=[CH:13][CH:12]=[CH:11][CH:10]=1)[C:3]([O:5][CH2:6][CH3:7])=[O:4].C([O-])(=O)C.[NH4+:20].C(O)C.[Na]>C(O)(=O)C>[F:1][C:2](=[C:8]([NH2:20])[C:9]1[CH:14]=[CH:13][CH:12]=[CH:11][CH:10]=1)[C:3]([O:5][CH2:6][CH3:7])=[O:4] |f:1.2,^1:23|. Procedure: 6.0 g of ethyl a-fluorobenzoylacetate and 7.0 g of ammonium acetate were added to 50 ml of ethanol, followed by dropwise addition of 6.0 g of acetic acid to this solution with stirring at room temperature. The mixed solution was further stirred under reflux for 4 hours and added to a cooled aqueous solution of sodium hydrogencarbonte. This aqueous mixture was extracted with 200 ml of diethyl ether, and the organic layer was washed with a sodium chloride aqueous solution and dried over anhydrous ... Reactants: C(=O)(C=1NC=CN1)C=1NC=CN1 (CDI), [N+](=O)([O-])C=1N(C=CN1)CC(=O)O (2-(2-nitro-1H-imidazol-1-yl)acetic acid), C(=O)(O)[O-].[Na+] (NaHCO3), [N+](=O)([O-])C=1N(C=CN1)CC(=O)O (2-(2-Nitro-1H-imidazol-1-yl)acetic acid), Cl.CC(=CCN)C (3,3-Dimethylallylamine hydrochloride), C(=O)(C=1NC=CN1)C=1NC=CN1 (Carbonyl diimidazole). The solvent is CN(C)C=O (DMF), CN(C)C=O (DMF), CO.ClCCl (methanol dichloromethane), CN(C)C=O (DMF). Run at time 15 minute. Product: CC(=CCNC(CN1C(=NC=C1)[N+](=O)[O-])=O)C (N-(3-methyl-2-butenyl)-2-(2-nitro-1H-imidazol-1-yl)acetamide). RXN SMILES: [N+:1]([C:4]1[N:5]([CH2:9][C:10]([OH:12])=O)[CH:6]=[CH:7][N:8]=1)([O-:3])=[O:2].C(C1NC=CN=1)(C1NC=CN=1)=O.Cl.[CH3:26][C:27]([CH3:31])=[CH:28][CH2:29][NH2:30].C([O-])(O)=O.[Na+]>CN(C=O)C.CO.ClCCl>[CH3:26][C:27]([CH3:31])=[CH:28][CH2:29][NH:30][C:10](=[O:12])[CH2:9][N:5]1[CH:6]=[CH:7][N:8]=[C:4]1[N+:1]([O-:3])=[O:2] |f:2.3,4.5,7.8|. Procedure details: 2-(2-Nitro-1H-imidazol-1-yl)acetic acid (8.6 g, 50 mmol) was dissolved in DMF (50 mL). Carbonyl diimidazole [CDI] (8.7 g, 60 mmol) was added to the solution in small portions. The reaction mixture was stirred under N2 for 15 min. 3,3-Dimethylallylamine hydrochloride was suspended in DMF (50 mL) and stirred with NaHCO3 (4.2 g, 50 mmol). This suspension was added to the CDI and 2-(2-nitro-1H-imidazol-1-yl)acetic acid in DMF solution. The mixture was stirred under N2 atmosphere at room temperature ... Starting materials: NC=1C=C(OC=2C=CC(=NC2)C(=O)O)C=CC1F (5-(3-amino-4-fluorophenoxy)picolinic acid), B (Borane). Run in C1CCOC1 (THF). Run at temperature 0 celsius, time 5 minute. Yields the product NC=1C=C(OC=2C=CC(=NC2)CO)C=CC1F ((5-(3-amino-4-fluorophenoxy)pyridin-2-yl)methanol). Yield: 99.1%. RXN SMILES: [NH2:1][C:2]1[CH:3]=[C:4]([CH:15]=[CH:16][C:17]=1[F:18])[O:5][C:6]1[CH:7]=[CH:8][C:9]([C:12](O)=[O:13])=[N:10][CH:11]=1.B>C1COCC1>[NH2:1][C:2]1[CH:3]=[C:4]([CH:15]=[CH:16][C:17]=1[F:18])[O:5][C:6]1[CH:7]=[CH:8][C:9]([CH2:12][OH:13])=[N:10][CH:11]=1. Reported procedure: 5-(3-amino-4-fluorophenoxy)picolinic acid (0.14 g, 0.56 mmol) was dissolved in THF (3 mL) and stirred at 0° C. for 5 min. 1M Borane (3.4 mL) solution was added dropwise to the reaction mixture at 0° C. over a period of 30 min. The ice bath was removed and stirring continued at RT for 7 hours. The reaction mixture was cooled in an ice bath and treated with 3M HCl (5 mL). The solution was heated for 1 h at 50° C. The solution was washed with EtOAc (2×) and the aqueous layer was cooled in an ice ba... Starting materials: CCCCCCCN=C=O, CCCCOc1cc(C=C(OC)C(=O)OC)ccc1-c1cccc(N)c1. The product is CCCCCCCNC(=O)Nc1cccc(-c2ccc(C=C(OC)C(=O)OC)cc2OCCCC)c1. RXN SMILES: [CH2:27]([CH2:28][CH2:29][CH2:30][CH2:31][CH2:32][CH3:33])[N:34]=[C:35]=[O:36].[NH2:1][c:2]1[cH:3][c:4](-[c:8]2[c:9]([O:22][CH2:23][CH2:24][CH2:25][CH3:26])[cH:10][c:11]([CH:14]=[C:15]([C:16](=[O:17])[O:18][CH3:19])[O:20][CH3:21])[cH:12][cH:13]2)[cH:5][cH:6][cH:7]1>>[NH:1]([c:2]1[cH:3][c:4](-[c:8]2[c:9]([O:22][CH2:23][CH2:24][CH2:25][CH3:26])[cH:10][c:11]([CH:14]=[C:15]([C:16](=[O:17])[O:18][CH3:19])[O:20][CH3:21])[cH:12][cH:13]2)[cH:5][cH:6][cH:7]1)[C:35]([NH:34][CH2:27][CH2:28][CH2:29][CH2:30][CH2:31][CH2:32][CH3:33])=[O:36].